The task is: describe an organic reaction: reactants, conditions, products, and yield. This data is from the Open Reaction Database (ORD), a public repository of structured organic reaction records. The reactants are CON(C)C(=O)c1cc([N+](=O)[O-])cc(S(F)(F)(F)(F)F)c1, CO, [H][H]. Yields the product CON(C)C(=O)c1cc(N)cc(S(F)(F)(F)(F)F)c1. RXN SMILES: [CH3:1][O:2][N:3]([C:4]([c:5]1[cH:6][c:7]([S:14]([F:15])([F:16])([F:17])([F:18])[F:19])[cH:8][c:9]([N+:11]([O-:12])=[O:13])[cH:10]1)=[O:20])[CH3:21].[CH3:24][OH:25].[H:22][H:23]>>[CH3:1][O:2][N:3]([C:4]([c:5]1[cH:6][c:7]([S:14]([F:15])([F:16])([F:17])([F:18])[F:19])[cH:8][c:9]([NH2:11])[cH:10]1)=[O:20])[CH3:21]. The reactants are C(C1=CC=CC=C1)OC1=CC=C(C=C1)C=COC (1-benzyloxy-4-(2-methoxyvinyl)benzene), Cl.N(N)C1=CC=NC=C1 (4-hydrazinopyridine hydrochloride). The reagents and catalysts are C1(=CC=C(C=C1)S(=O)(=O)O)C (p-toluenesulfonic acid). The solvent is C(C)O (ethanol). Product: O.Cl.C(C1=CC=CC=C1)OC1=CC=C(C=C1)CC=NNC1=CC=NC=C1 (N-[2-(4-Benzyloxyphenyl)ethylidene]-N'-pyridin-4-ylhydrazine hydrochloride monohydrate). Isolated yield 120.4%. Reaction SMILES: [CH2:1]([O:8][C:9]1[CH:14]=[CH:13][C:12]([CH:15]=[CH:16]OC)=[CH:11][CH:10]=1)[C:2]1[CH:7]=[CH:6][CH:5]=[CH:4][CH:3]=1.[ClH:19].[NH:20]([C:22]1[CH:27]=[CH:26][N:25]=[CH:24][CH:23]=1)[NH2:21]>C(O)C.C1(C)C=CC(S(O)(=O)=O)=CC=1>[OH2:8].[ClH:19].[CH2:1]([O:8][C:9]1[CH:14]=[CH:13][C:12]([CH2:15][CH:16]=[N:21][NH:20][C:22]2[CH:27]=[CH:26][N:25]=[CH:24][CH:23]=2)=[CH:11][CH:10]=1)[C:2]1[CH:7]=[CH:6][CH:5]=[CH:4][CH:3]=1 |f:1.2,5.6.7|. Procedure details: A mixture of 1-benzyloxy-4-(2-methoxyvinyl)benzene (16.9 g), 4-hydrazinopyridine hydrochloride (11.3 g) and p-toluenesulfonic acid (0.68 g) in ethanol (200 ml) was heated under reflux for 5 hrs, with stirring. The reaction mixture was cooled, filtered, and the filtrate was concentrated in vacuo. The residue crystallized to give 15.75 g (63%) of product, mp 203-205° C. Reactants: C1(=CC=CC=C1)P(C1=CC=CC=C1)C1=CC=CC=C1 (triphenylphosphine), BrBr (bromine), N1C=NC=C1 (imidazole), C1(CCCCC1)C(C(=O)NCC1=C(C=C(C=C1Cl)OC)Cl)CCO (2-Cyclohexyl-N-(2,6-dichloro-4-methoxy-benzyl)-4-hydroxy-butyramide). The solvent is C(Cl)Cl (methylene chloride), C(Cl)Cl (methylene chloride). Product: BrCCC(C(=O)NCC1=C(C=C(C=C1Cl)OC)Cl)C1CCCCC1 (4-Bromo-2-cyclohexyl-N-(2,6-dichloro-4-methoxy-benzyl)-butyramide). RXN SMILES: C1(P(C2C=CC=CC=2)C2C=CC=CC=2)C=CC=CC=1.[Br:20]Br.N1C=CN=C1.[CH:27]1([CH:33]([CH2:48][CH2:49]O)[C:34]([NH:36][CH2:37][C:38]2[C:43]([Cl:44])=[CH:42][C:41]([O:45][CH3:46])=[CH:40][C:39]=2[Cl:47])=[O:35])[CH2:32][CH2:31][CH2:30][CH2:29][CH2:28]1>C(Cl)Cl>[Br:20][CH2:49][CH2:48][CH:33]([CH:27]1[CH2:32][CH2:31][CH2:30][CH2:29][CH2:28]1)[C:34]([NH:36][CH2:37][C:38]1[C:43]([Cl:44])=[CH:42][C:41]([O:45][CH3:46])=[CH:40][C:39]=1[Cl:47])=[O:35]. Procedure details: Stir a mixture of triphenylphosphine (3.16 g, 12.06 mmol), bromine (1.91 g, 12.06) and methylene chloride (150 mL) at room temperature for 20 minutes. To the mixture, add a solution of imidazole (0.98 g, 14.48 mmol), 2-Cyclohexyl-N-(2,6-dichloro-4-methoxy-benzyl)-4-hydroxy-butyramide (4.5 g, 12.06 mmol) in methylene chloride (100 mL). Stir the reaction at room temperature for 3.5 hours. Wash the reaction with HCl (1 N), water and brine. After drying the organic layer over sodium sulfate, filter ...